Dataset: the Open Reaction Database (ORD), a public repository of structured organic reaction records. Task: describe an organic reaction: reactants, conditions, products, and yield The reactants are ClCC1=CC=C(C=C1)C=1C(=NC=CN1)NS(=O)(=O)C1=C(C=CC=C1)C(F)(F)F (N-{3-[4-(chloromethyl)phenyl]pyrazin-2-yl}-2-(trifluoromethyl)benzenesulfonamide), ClCC1=CC=C(C=C1)C=1C(=NC=CN1)NS(=O)(=O)C1=C(C=CC=C1)C(F)(F)F (N-{3-[4-(chloromethyl)phenyl]pyrazin-2-yl}-2-(trifluoromethyl)benzenesulfonamide), ClC1=CC=C(NC)C=C1 (4-chloro-N-methylaniline). Yields the product ClC1=CC=C(C=C1)N(C)CC1=CC=C(C=C1)C=1C(=NC=CN1)NS(=O)(=O)C1=C(C=CC=C1)C(F)(F)F (N-[3-(4-{[(4-Chloro-phenyl)-methyl-amino]-methyl}-phenyl)-pyrazin-2-yl]-2-trifluoromethyl-benzenesulfonamide). Yield: 72.0%. RXN SMILES: Cl[CH2:2][C:3]1[CH:8]=[CH:7][C:6]([C:9]2[C:10]([NH:15][S:16]([C:19]3[CH:24]=[CH:23][CH:22]=[CH:21][C:20]=3[C:25]([F:28])([F:27])[F:26])(=[O:18])=[O:17])=[N:11][CH:12]=[CH:13][N:14]=2)=[CH:5][CH:4]=1.[Cl:29][C:30]1[CH:37]=[CH:36][C:33]([NH:34][CH3:35])=[CH:32][CH:31]=1>>[Cl:29][C:30]1[CH:37]=[CH:36][C:33]([N:34]([CH2:2][C:3]2[CH:8]=[CH:7][C:6]([C:9]3[C:10]([NH:15][S:16]([C:19]4[CH:24]=[CH:23][CH:22]=[CH:21][C:20]=4[C:25]([F:28])([F:27])[F:26])(=[O:17])=[O:18])=[N:11][CH:12]=[CH:13][N:14]=3)=[CH:5][CH:4]=2)[CH3:35])=[CH:32][CH:31]=1. Reported procedure: Following the general method as outlined in Example 1 (Method B), starting from N-{3-[4-(chloromethyl)phenyl]pyrazin-2-yl}-2-(trifluoromethyl)benzenesulfonamide (Intermediate 9), and 4-chloro-N-methylaniline, the title compound was isolated as a yellow solid in 72% yield (94% purity by HPLC). The reactants are COc1cc(Nc2ncc3c(n2)C(OS(C)(=O)=O)CCC3)ccc1-n1cnc(C)c1, CC[O-], CO, [Na+], O. Product: COc1cc(Nc2ncc3c(n2)C(OC)CCC3)ccc1-n1cnc(C)c1. As a reaction SMILES: [CH3:1][O:2][c:3]1[cH:4][c:5]([NH:15][c:16]2[n:17][c:18]3[c:23]([cH:24][n:25]2)[CH2:22][CH2:21][CH2:20][CH:19]3[O:26][S:27]([CH3:28])(=[O:29])=[O:30])[cH:6][cH:7][c:8]1-[n:9]1[cH:10][n:11][c:12]([CH3:14])[cH:13]1.[CH3:32][CH2:33][O-:34].[CH3:35][OH:36].[Na+:31].[OH2:37]>>[CH3:1][O:2][c:3]1[cH:4][c:5]([NH:15][c:16]2[n:17][c:18]3[c:23]([cH:24][n:25]2)[CH2:22][CH2:21][CH2:20][CH:19]3[O:26][CH3:32])[cH:6][cH:7][c:8]1-[n:9]1[cH:10][n:11][c:12]([CH3:14])[cH:13]1. The reactants are sulfonamide, ClC1=C(C(=CC=C1[N+](=O)[O-])Cl)S(=O)(=O)Cl (2,6-dichloro-3-nitrobenzenesulfonyl chloride), NCCNC(OC(C)(C)C)=O (t-butyl N-(2-aminoethyl)carbamate). Product: C(C)(C)(C)OC(=O)NCCNS(=O)(=O)C1=C(C(=CC=C1Cl)[N+](=O)[O-])Cl (N-[2-(tert-butoxycarbonylamino)ethyl]-2,6-dichloro-3-nitrobenzenesulfonamide). Isolated yield 90.5%. As a reaction SMILES: [Cl:1][C:2]1[C:7]([N+:8]([O-:10])=[O:9])=[CH:6][CH:5]=[C:4]([Cl:11])[C:3]=1[S:12](Cl)(=[O:14])=[O:13].[NH2:16][CH2:17][CH2:18][NH:19][C:20](=[O:26])[O:21][C:22]([CH3:25])([CH3:24])[CH3:23]>>[C:22]([O:21][C:20]([NH:19][CH2:18][CH2:17][NH:16][S:12]([C:3]1[C:4]([Cl:11])=[CH:5][CH:6]=[C:7]([N+:8]([O-:10])=[O:9])[C:2]=1[Cl:1])(=[O:14])=[O:13])=[O:26])([CH3:25])([CH3:24])[CH3:23]. Reported procedure: Following the general procedure for sulfonamide formation outlined in example 15, 2,6-dichloro-3-nitrobenzenesulfonyl chloride (1.0 g, 3.44 mmol), t-butyl N-(2-aminoethyl)carbamate (0.5 g, 3.44 mmol) and triethylanine(0.72 mL, 5.16 mmol) were reacted to form the desired product (1.29 g, 90%). 1H NMR (MeOD-d4): δ 7.93 (d, 1H), 7.78 (d, 1H), 3.12 (m, 4H), 1.41 (s, 9H). Starting materials: Cl (hydrochloric acid), CC=1SC=2C(N1)=C(C=CC2)S(=O)(=O)N (2-methyl-4-benzothiazolesulfonamide), COC1=NC(=NC(=C1)OC)NC(OC1=CC=CC=C1)=O (4,6-dimethoxypyrimidin-2-ylcarbamic acid, phenyl ester), N12CCCN=CC2CCCC1 (1,5-diazabicyclo[5.4.0]undec-5-ene). Run in C(C)#N (acetonitrile), O (water). Reaction conditions: time 1.5 hour. Yields the product COC1=NC(=NC(=C1)OC)NC(=O)NS(=O)(=O)C=1C=CC=C2C1N=C(S2)C (N-[(4,6-Dimethoxypyrimidin-2-yl)aminocarbonyl]-2-methyl-4-benzothiazolesulfonamide). Reaction SMILES: [CH3:1][C:2]1[S:3][C:4]2[C:5](=[C:7]([S:11]([NH2:14])(=[O:13])=[O:12])[CH:8]=[CH:9][CH:10]=2)[N:6]=1.[CH3:15][O:16][C:17]1[CH:22]=[C:21]([O:23][CH3:24])[N:20]=[C:19]([NH:25][C:26](=O)[O:27]C2C=CC=CC=2)[N:18]=1.N12CCCCC1C=NCCC2.Cl>C(#N)C.O>[CH3:24][O:23][C:21]1[CH:22]=[C:17]([O:16][CH3:15])[N:18]=[C:19]([NH:25][C:26]([NH:14][S:11]([C:7]2[CH:8]=[CH:9][CH:10]=[C:4]3[S:3][C:2]([CH3:1])=[N:6][C:5]=23)(=[O:13])=[O:12])=[O:27])[N:20]=1. Procedure: A solution of 0.23 g of the product from Example 2 and 0.28 g of 4,6-dimethoxypyrimidin-2-ylcarbamic acid, phenyl ester in 5 mL of dry acetonitrile was treated at room temperature with 0.15 mL of 1,5-diazabicyclo[5.4.0]undec-5-ene (DBU), added over a period of about one minute. The reaction solution was stirred at room temperature for 1.5 hour and was then diluted with 2 mL of water and acidified by the addition of 5% aqueous hydrochloric acid. The resulting precipitate was collected by filtrati... Starting materials: CC(=O)C (acetone), C(Cl)(Cl)Cl (chloroform), crude powder, CC[C@]1(C[C@@H](C2=C(C3=C(C(=C2[C@H]1O)O)C(=O)C4=C(C=CC(=C4C3=O)O)O)O)O[C@H]5C[C@@H]([C@@H]([C@@H](O5)C)O[C@H]6C[C@@H]([C@@H]([C@@H](O6)C)O[C@H]7CCC(=O)[C@@H](O7)C)O)N(C)C)O (β-isorhodomycinone). The solvent is CO (methanol). Product: CC[C@]1(C[C@@H](C2=C([C@H]1O)C(=C3C(=C2)C(=O)C4=C(C3=O)C=CC=C4O)O)O)O (α-citromycinone). RXN SMILES: CC(C)=O.C(Cl)(Cl)Cl.[CH3:9][CH2:10][C@:11]1([OH:65])[C@H:20]([OH:21])[C:19]2[C:14](=[C:15](O)[C:16]3[C:31](=[O:32])[C:30]4[C:25](=[C:26](O)[CH:27]=[CH:28][C:29]=4[OH:33])[C:23](=[O:24])[C:17]=3[C:18]=2[OH:22])[C@@H:13]([O:36][C@@H]2O[C@@H](C)[C@@H](O[C@@H]3O[C@@H](C)[C@@H](O[C@@H]4O[C@@H](C)C(=O)CC4)[C@@H](O)C3)[C@@H](N(C)C)C2)[CH2:12]1>CO>[CH3:9][CH2:10][C@:11]1([OH:65])[C@H:20]([OH:21])[C:19]2[C:18]([OH:22])=[C:17]3[C:23](=[O:24])[C:25]4[CH:26]=[CH:27][CH:28]=[C:29]([OH:33])[C:30]=4[C:31](=[O:32])[C:16]3=[CH:15][C:14]=2[C@@H:13]([OH:36])[CH2:12]1. Procedure details: The resulting broth (about 12 liters) was similarly subjected to acid hydrolysis, acetone extraction from the mycelia and chloroform extraction, and finally 9.8 g of a crude powder containing β-isorhodomycinone. The whole amount of the crude powder was dissolved in 100 ml of methanol and the insoluble materials were centrifuged off. After concentration, the soluble fraction was applied on a silica-gel column (diameter: 78 mm) packed with 300 g of the above-mentioned silica-gel C-200 in chlorofor... The reactants are C(N)(=O)CC1=NC(=NC=C1C(=O)O)C1=CC=CC=C1 (4-Carbamoylmethyl-2-phenyl-pyrimidine-5-carboxylic Acid), C1=CN(C=N1)C(=O)N2C=CN=C2 (CDI). Solvent: CN(C=O)C (N,N-dimethylformamide). Product: C1(=CC=CC=C1)C=1N=CC2=C(N1)CC(NC2=O)=O (2-Phenyl-8H-pyrido[4,3-d]pyrimidine-5,7-dione). Isolated yield 59.6%. RXN SMILES: [C:1]([CH2:4][C:5]1[C:10]([C:11](O)=[O:12])=[CH:9][N:8]=[C:7]([C:14]2[CH:19]=[CH:18][CH:17]=[CH:16][CH:15]=2)[N:6]=1)(=[O:3])[NH2:2].C1N=CN(C(N2C=NC=C2)=O)C=1>CN(C)C=O>[C:14]1([C:7]2[N:8]=[CH:9][C:10]3[C:11](=[O:12])[NH:2][C:1](=[O:3])[CH2:4][C:5]=3[N:6]=2)[CH:19]=[CH:18][CH:17]=[CH:16][CH:15]=1. Reported procedure: A solution of 0.670 g (2.61 mmol) of 4-Carbamoylmethyl-2-phenyl-pyrimidine-5-carboxylic Acid and 0.528 g (3.26 mmol) of CDI in 20 mL of N,N-dimethylformamide is stirred overnight at 25° C. The solvent is evaporated and the residue is washed with Et2O (3×). The insoluble material is boiled with CHCl3, collected, washed with hot CHCl3 and Et2O and dried in vacuo to give 0.372 g (60%) of yellow-orange crystals: mp 216-217.5° C. (dec); 1H NMR (DMSO-d6) δ 8.99 (s, 1H), 8.41 (m, 2H), 7.56 (m, 4H), 5.4... The reactants are [N+](=O)([O-])C=1SC(=CC1)C=O (2-nitrothiophen-5-carboxaldehyde), C(C1=CC=CC=C1)NS(=O)(=O)CC#N (benzylaminosulfonylacetonitrile). Yields the product C(C1=CC=CC=C1)NS(=O)(=O)\C(\C#N)=C\C1=CC=C(S1)[N+](=O)[O-] ((E)-2-(benzylaminosulfonyl)-3-(2-nitrothien-5-yl)acrylonitrile). As a reaction SMILES: [N+:1]([C:4]1[S:5][C:6]([CH:9]=O)=[CH:7][CH:8]=1)([O-:3])=[O:2].[CH2:11]([NH:18][S:19]([CH2:22][C:23]#[N:24])(=[O:21])=[O:20])[C:12]1[CH:17]=[CH:16][CH:15]=[CH:14][CH:13]=1>>[CH2:11]([NH:18][S:19](/[C:22](=[CH:9]/[C:6]1[S:5][C:4]([N+:1]([O-:3])=[O:2])=[CH:8][CH:7]=1)/[C:23]#[N:24])(=[O:21])=[O:20])[C:12]1[CH:13]=[CH:14][CH:15]=[CH:16][CH:17]=1. Reported procedure: Reaction of 2-nitrothiophen-5-carboxaldehyde and benzylaminosulfonylacetonitrile as in Example 1 gave (E)-2-(benzylaminosulfonyl)-3-(2-nitrothien-5-yl)acrylonitrile